Dataset: the Open Reaction Database (ORD), a public repository of structured organic reaction records. Task: describe an organic reaction: reactants, conditions, products, and yield The reactants are COC1=NC(=NC(=C1)C)N(C)C (4-methoxy-N,N,6-trimethylpyrimidin-2-amine), BrCCCCCCCCCOCOC (1-Bromo-9-(methoxymethoxy)nonane), [Li]CCCC (n-BuLi). Run in C1CCOC1 (THF), hexanes. Conditions: temperature 23 celsius, time 20 minute. Product: COC1=NC(=NC(=C1)CCCCCCCCCCOCOC)N(C)C (4-methoxy-6-(10-(methoxymethoxy)decyl)-N,N-dimethylpyrimidin-2-amine). RXN SMILES: [CH3:1][O:2][C:3]1[CH:8]=[C:7]([CH3:9])[N:6]=[C:5]([N:10]([CH3:12])[CH3:11])[N:4]=1.Br[CH2:14][CH2:15][CH2:16][CH2:17][CH2:18][CH2:19][CH2:20][CH2:21][CH2:22][O:23][CH2:24][O:25][CH3:26].[Li]CCCC>C1COCC1>[CH3:1][O:2][C:3]1[CH:8]=[C:7]([CH2:9][CH2:14][CH2:15][CH2:16][CH2:17][CH2:18][CH2:19][CH2:20][CH2:21][CH2:22][O:23][CH2:24][O:25][CH3:26])[N:6]=[C:5]([N:10]([CH3:12])[CH3:11])[N:4]=1. Procedure: To a stirred solution containing 933 mg (5.58 mmol) of 4-methoxy-N,N,6-trimethylpyrimidin-2-amine and 1.5 g (5.58 mmol) of 1-Bromo-9-(methoxymethoxy)nonane in 20 mL of anhydrous THF were added 5.23 mL (8.37 mmol) of 1.6 M n-BuLi in hexanes. The reaction mixture was stirred at 23° C. for 20 min. The reaction mixture was quenched with saturated aqueous ammonium chloride and poured into 100 mL of water. The compound was extracted with two 80-mL portions of ethyl acetate. The combined organic layer ... Reactants: CC(=O)O, CCCC[N+](CCCC)(CCCC)CCCC, C1CCOC1, COP(=O)(C#Cc1c(C(C)C)nc2ccccc2c1-c1ccc(F)cc1)CC(CC(=O)O)O[Si](c1ccccc1)(c1ccccc1)C(C)(C)C, CO, [F-], C=[N+]=[N-]. Product: COP(=O)(C#Cc1c(C(C)C)nc2ccccc2c1-c1ccc(F)cc1)CC(O)CC(=O)O. Reaction SMILES: [C:69]([OH:70])(=[O:71])[CH3:72].[CH2:52]([N+:53]([CH2:54][CH2:55][CH2:56][CH3:57])([CH2:58][CH2:59][CH2:60][CH3:61])[CH2:62][CH2:63][CH2:64][CH3:65])[CH2:66][CH2:67][CH3:68].[CH2:76]1[O:77][CH2:78][CH2:79][CH2:80]1.[CH3:1][C:2]([Si:3]([c:4]1[cH:5][cH:39][cH:40][cH:41][cH:42]1)([O:6][CH:7]([CH2:8][C:9](=[O:10])[OH:11])[CH2:12][P:13](=[O:14])([O:15][CH3:16])[C:17]#[C:18][c:19]1[c:20]([CH:36]([CH3:37])[CH3:38])[n:21][c:22]2[cH:23][cH:24][cH:25][cH:26][c:27]2[c:28]1-[c:29]1[cH:30][cH:31][c:32]([F:35])[cH:33][cH:34]1)[c:43]1[cH:44][cH:45][cH:46][cH:47][cH:48]1)([CH3:49])[CH3:50].[CH3:81][OH:82].[F-:51].[N+:73](=[CH2:74])=[N-:75]>>[OH:6][CH:7]([CH2:8][C:9](=[O:10])[OH:11])[CH2:12][P:13](=[O:14])([O:15][CH3:16])[C:17]#[C:18][c:19]1[c:20]([CH:36]([CH3:37])[CH3:38])[n:21][c:22]2[cH:23][cH:24][cH:25][cH:26][c:27]2[c:28]1-[c:29]1[cH:30][cH:31][c:32]([F:35])[cH:33][cH:34]1. Starting materials: CCN=C=NCCCN(C)C, CN(C)c1ccncc1, CCOC(C)=O, CCOC(=O)C1CCOc2cc(Oc3ccc(C(=O)O)cc3)c(Cl)cc21, Cl, CN(C)C=O, NC1CC(c2ccccc2)C1. Yields the product CCOC(=O)C1CCOc2cc(Oc3ccc(C(=O)NC4CC(c5ccccc5)C4)cc3)c(Cl)cc21. As a reaction SMILES: [CH2:39]([N:40]=[C:41]=[N:42][CH2:43][CH2:44][CH2:45][N:46]([CH3:47])[CH3:48])[CH3:49].[CH3:55][N:56]([CH3:57])[c:58]1[cH:59][cH:60][n:61][cH:62][cH:63]1.[CH3:64][CH2:65][O:66][C:67]([CH3:68])=[O:69].[Cl:12][c:13]1[cH:14][c:15]2[c:20]([cH:21][c:22]1[O:23][c:24]1[cH:25][cH:26][c:27]([C:28](=[O:29])[OH:30])[cH:31][cH:32]1)[O:19][CH2:18][CH2:17][CH:16]2[C:33](=[O:34])[O:35][CH2:36][CH3:37].[ClH:38].[O:50]=[CH:51][N:52]([CH3:53])[CH3:54].[c:1]1([CH:7]2[CH2:8][CH:9]([NH2:11])[CH2:10]2)[cH:2][cH:3][cH:4][cH:5][cH:6]1>>[c:1]1([CH:7]2[CH2:8][CH:9]([NH:11][C:28]([c:27]3[cH:26][cH:25][c:24]([O:23][c:22]4[c:13]([Cl:12])[cH:14][c:15]5[c:20]([cH:21]4)[O:19][CH2:18][CH2:17][CH:16]5[C:33](=[O:34])[O:35][CH2:36][CH3:37])[cH:32][cH:31]3)=[O:29])[CH2:10]2)[cH:2][cH:3][cH:4][cH:5][cH:6]1. The reactants are CS(=O)(=O)c1ccc(C2OC(=O)NC2Cc2cccc(OC(F)(F)C(F)F)c2)cc1, CCO, [Na+], [OH-], O. The product is CS(=O)(=O)c1ccc(C(O)C(N)Cc2cccc(OC(F)(F)C(F)F)c2)cc1. RXN SMILES: [CH3:1][S:2](=[O:3])(=[O:4])[c:5]1[cH:6][cH:7][c:8]([CH:11]2[CH:12]([CH2:17][c:18]3[cH:19][c:20]([O:24][C:25]([CH:26]([F:27])[F:28])([F:29])[F:30])[cH:21][cH:22][cH:23]3)[NH:13][C:14](=[O:16])[O:15]2)[cH:9][cH:10]1.[CH3:34][CH2:35][OH:36].[Na+:32].[OH-:31].[OH2:33]>>[CH3:1][S:2](=[O:3])(=[O:4])[c:5]1[cH:6][cH:7][c:8]([CH:11]([CH:12]([NH2:13])[CH2:17][c:18]2[cH:19][c:20]([O:24][C:25]([CH:26]([F:27])[F:28])([F:29])[F:30])[cH:21][cH:22][cH:23]2)[OH:15])[cH:9][cH:10]1. The reactants are C1(CCC1)NCC1=C(C=C(C=C1)N1CCN(CC1)C(C)=O)F (1-(4-(4-((cyclobutylamino)methyl)-3-fluorophenyl)piperazin-1-yl)ethanone), C(C)(C)N(C(C)C)CC (N,N-diisopropylethylamine), ClC=1C=C(C=C(C1)Cl)S(=O)(=O)Cl (3,5-dichlorobenzene-1-sulfonyl chloride). Solvent: ClCCl (dichloromethane). Conditions: time 16 hour. Product: C(C)(=O)N1CCN(CC1)C1=CC(=C(CN(S(=O)(=O)C2=CC(=CC(=C2)Cl)Cl)C2CCC2)C=C1)F (N-(4-(4-acetylpiperazin-1-yl)-2-fluorobenzyl)-3,5-dichloro-N-cyclobutylbenzenesulfonamide). Yield: 44.3%. As a reaction SMILES: [CH:1]1([NH:5][CH2:6][C:7]2[CH:12]=[CH:11][C:10]([N:13]3[CH2:18][CH2:17][N:16]([C:19](=[O:21])[CH3:20])[CH2:15][CH2:14]3)=[CH:9][C:8]=2[F:22])[CH2:4][CH2:3][CH2:2]1.C(N(CC)C(C)C)(C)C.[Cl:32][C:33]1[CH:34]=[C:35]([S:40](Cl)(=[O:42])=[O:41])[CH:36]=[C:37]([Cl:39])[CH:38]=1>ClCCl>[C:19]([N:16]1[CH2:15][CH2:14][N:13]([C:10]2[CH:11]=[CH:12][C:7]([CH2:6][N:5]([CH:1]3[CH2:2][CH2:3][CH2:4]3)[S:40]([C:35]3[CH:34]=[C:33]([Cl:32])[CH:38]=[C:37]([Cl:39])[CH:36]=3)(=[O:42])=[O:41])=[C:8]([F:22])[CH:9]=2)[CH2:18][CH2:17]1)(=[O:21])[CH3:20]. Procedure details: To a solution of 1-(4-(4-((cyclobutylamino)methyl)-3-fluorophenyl)piperazin-1-yl)ethanone (55 mg, 0.18 mmol) in dichloromethane (1 mL) was added N,N-diisopropylethylamine (0.047 mL, 0.27 mmol), followed by 3,5-dichlorobenzene-1-sulfonyl chloride (50 mg, 0.20 mmol) and the reaction was stirred at ambient temperature for 16 hours. The reaction was then concentrated and purified by preparative reverse phase HPLC to yield 41 mg of N-(4-(4-acetylpiperazin-1-yl)-2-fluorobenzyl)-3,5-dichloro-N-cyclobut...